From a dataset of the Open Reaction Database (ORD), a public repository of structured organic reaction records. describe an organic reaction: reactants, conditions, products, and yield The reactants are CCCN(CCC)C1Cc2c[nH]c3ccc(Br)c(c23)C1, C1CCOC1, [KH], [Na+], O=C([O-])O, CC(C)[Si](OS(=O)(=O)C(F)(F)F)(C(C)C)C(C)C. Yields the product CCCN(CCC)C1Cc2cn([Si](C(C)C)(C(C)C)C(C)C)c3ccc(Br)c(c23)C1. As a reaction SMILES: [Br:2][c:3]1[c:4]2[c:5]3[c:6]([cH:7][nH:8][c:9]3[cH:10][cH:11]1)[CH2:12][CH:13]([N:15]([CH2:16][CH2:17][CH3:18])[CH2:19][CH2:20][CH3:21])[CH2:14]2.[CH2:45]1[O:46][CH2:47][CH2:48][CH2:49]1.[KH:1].[Na+:44].[O-:40][C:41]([OH:42])=[O:43].[S:22]([O:23][Si:30]([CH:31]([CH3:32])[CH3:33])([CH:34]([CH3:35])[CH3:36])[CH:37]([CH3:38])[CH3:39])([C:24]([F:25])([F:26])[F:27])(=[O:28])=[O:29]>>[Br:2][c:3]1[c:4]2[c:5]3[c:6]([cH:7][n:8]([Si:30]([CH:31]([CH3:32])[CH3:33])([CH:34]([CH3:35])[CH3:36])[CH:37]([CH3:38])[CH3:39])[c:9]3[cH:10][cH:11]1)[CH2:12][CH:13]([N:15]([CH2:16][CH2:17][CH3:18])[CH2:19][CH2:20][CH3:21])[CH2:14]2.